Dataset: the Open Reaction Database (ORD), a public repository of structured organic reaction records. Task: describe an organic reaction: reactants, conditions, products, and yield The reactants are NC(C(O)C1=CC=C(C=C1)F)CCC1=CC=C(C=C1)C(C)(C)C ((1RS,2RS)-2-amino-3-[4-(tert-butyl)benzyl]-1-(4-fluorophenyl)propan-1-ol), ClC1=C2C=CC=C(C2=CC=C1)C(=O)O (5-chloronaphthalene-1-carboxylic acid), O.ON1N=NC2=C1C=CC=C2 (1-hydroxybenzotriazole monohydrate), Cl.C(C)N=C=NCCCN(C)C (1-ethyl-3-(3-dimethylaminopropyl)carbodiimide hydrochloride), CN(C=O)C (N,N-dimethylformamide). Run in C(C)(=O)OCC (ethyl acetate). Reaction conditions: time 8 hour. The product is C(C)(C)(C)C1=CC=C(CC(C(O)C2=CC=C(C=C2)F)NC(=O)C2=CC=CC3=C(C=CC=C23)Cl)C=C1 (N-[(1RS,2SR)-1-(4-tert-butylbenzyl)-2-(4-fluorophenyl)-2-hydroxyethyl]-5-chloro-1-naphthamide). Yield: 57.0%. As a reaction SMILES: [NH2:1][CH:2]([CH2:12]CC1C=CC(C(C)(C)C)=CC=1)[CH:3]([C:5]1[CH:10]=[CH:9][C:8]([F:11])=[CH:7][CH:6]=1)[OH:4].[Cl:24][C:25]1[CH:34]=[CH:33][CH:32]=[C:31]2[C:26]=1[CH:27]=[CH:28][CH:29]=[C:30]2[C:35]([OH:37])=O.O.ON1[C:44]2[CH:45]=[CH:46][CH:47]=[CH:48][C:43]=2N=N1.Cl.C(N=C=N[CH2:55][CH2:56][CH2:57]N(C)C)C.[CH3:61]N(C)C=O>C(OCC)(=O)C>[C:56]([C:43]1[CH:48]=[CH:47][C:46]([CH2:12][CH:2]([NH:1][C:35]([C:30]2[C:31]3[C:26](=[C:25]([Cl:24])[CH:34]=[CH:33][CH:32]=3)[CH:27]=[CH:28][CH:29]=2)=[O:37])[CH:3]([C:5]2[CH:10]=[CH:9][C:8]([F:11])=[CH:7][CH:6]=2)[OH:4])=[CH:45][CH:44]=1)([CH3:57])([CH3:61])[CH3:55] |f:2.3,4.5|. Procedure details: To a solution of (1RS,2RS)-2-amino-3-[4-(tert-butyl)benzyl]-1-(4-fluorophenyl)propan-1-ol (0.34 g, 1.1 mmol) in N,N-dimethylformamide (10 ml) were added 5-chloronaphthalene-1-carboxylic acid (208 mg, 1.0 mmol) and 1-hydroxybenzotriazole monohydrate (170 mg, 1.1 mmol), and 1-ethyl-3-(3-dimethylaminopropyl)carbodiimide hydrochloride (210 mg, 1.1 mmol) was finally added. The mixture was stirred overnight at room temperature. The mixture was diluted with ethyl acetate, washed with saturated aqueous ... Reactants: C(C1=CC=CC=C1)C=1C(CCC1)=O (2-benzylcyclopent-2-en-1-one), BrN1C(CCC1=O)=O (N-bromosuccinimide). Run in C(Cl)(Cl)(Cl)Cl (carbon tetrachloride). Conditions: temperature 50 celsius, time 8 hour. The product is C(C1=CC=CC=C1)C=1C(CC(C1)O)=O (2-benzyl-4-hydroxycyclopent-2-en-1-one). Reaction SMILES: [CH2:1]([C:8]1[C:9](=[O:13])[CH2:10][CH2:11][CH:12]=1)[C:2]1[CH:7]=[CH:6][CH:5]=[CH:4][CH:3]=1.BrN1C(=[O:20])CCC1=O>C(Cl)(Cl)(Cl)Cl>[CH2:1]([C:8]1[C:9](=[O:13])[CH2:10][CH:11]([OH:20])[CH:12]=1)[C:2]1[CH:7]=[CH:6][CH:5]=[CH:4][CH:3]=1. Reported procedure: A mixture of 2-benzylcyclopent-2-en-1-one and N-bromosuccinimide in dry carbon tetrachloride (150 ml) is refluxed for 1 hour, cooled and filtered. The filtrate is concentrated under reduced pressure to approx. 100 ml, and mixed with a stirred suspension of silver acetate (5 g) in acetic acid (150 ml). The resulting mixture is heated to 50° C. for 30 minutes and then stirred at room temperature overnight. The mixture is filtered, poured onto H2O (50 ml) and extracted with methylene chloride (150 ... Reactants: N (ammonia), CC(C)(C)C=1C=C(C(=CC1)OC)S(=O)(=O)Cl (3-(1,1-dimethylethyl)-6-methoxybenzenesulfonyl chloride), ice water. Run in CC(=O)C (acetone). Reaction conditions: time 30 minute. The product is CC(C)(C)C=1C=C(C(=CC1)OC)S(=O)(=O)N (3-(1,1-Dimethylethyl)-6-methoxybenzenesulfonamide). RXN SMILES: [CH3:1][C:2]([C:5]1[CH:6]=[C:7]([S:13](Cl)(=[O:15])=[O:14])[C:8]([O:11][CH3:12])=[CH:9][CH:10]=1)([CH3:4])[CH3:3].[NH3:17]>CC(C)=O>[CH3:1][C:2]([C:5]1[CH:6]=[C:7]([S:13]([NH2:17])(=[O:15])=[O:14])[C:8]([O:11][CH3:12])=[CH:9][CH:10]=1)([CH3:4])[CH3:3]. Reported procedure: 25.3 g (0.1 mole) of 3-(1,1-dimethylethyl)-6-methoxybenzenesulfonyl chloride are dissolved in a little acetone and the solution is added dropwise slowly, at room temperature, to 100 ml of concentrated ammonia solution. The mixture is stirred for 30 minutes at room temperature and poured into ice water. After acidification with concentrated hydrochloric acid the product is filtered off with suction. It is recrystallized from isopropanol. Reactants: crude mixture, S(O)(O)(=O)=O (Sulfuric acid), FC=1C=C(C=CC1OC)N1N=CC(=C1C(F)(F)F)C(=O)OCC (ethyl 1-(3-fluoro-4-methoxyphenyl)-5-(trifluoromethyl)-1H-pyrazole-4-carboxylate), C1CC(=O)N(C1=O)I (NIS), ice water. Solvent: C(C)(=O)O (acetic acid). The product is FC=1C=C(C=C(C1OC)I)N1N=CC(=C1C(F)(F)F)C(=O)OCC (Ethyl 1-(3-fluoro-5-iodo-4-methoxyphenyl)-5-(trifluoromethyl)-1H-pyrazole-4-carboxylate). RXN SMILES: S(=O)(=O)(O)O.[F:6][C:7]1[CH:8]=[C:9]([N:15]2[C:19]([C:20]([F:23])([F:22])[F:21])=[C:18]([C:24]([O:26][CH2:27][CH3:28])=[O:25])[CH:17]=[N:16]2)[CH:10]=[CH:11][C:12]=1[O:13][CH3:14].C1C(=O)N([I:36])C(=O)C1>C(O)(=O)C>[F:6][C:7]1[CH:8]=[C:9]([N:15]2[C:19]([C:20]([F:23])([F:22])[F:21])=[C:18]([C:24]([O:26][CH2:27][CH3:28])=[O:25])[CH:17]=[N:16]2)[CH:10]=[C:11]([I:36])[C:12]=1[O:13][CH3:14]. Procedure: Sulfuric acid (3 mL) was added into a cold (ice bath) mixture of ethyl 1-(3-fluoro-4-methoxyphenyl)-5-(trifluoromethyl)-1H-pyrazole-4-carboxylate (500 mg, 1.505 mmol) and NIS (339 mg, 1.505 mmol) in acetic acid (10 mL). The resulting mixture was stirred in an ice bath and was allowed to warm to ambient temperature overnight. The reaction was then heated in a 55° C. oil bath for 5 hrs. The crude mixture was combined with the reaction crude from an identical probe reaction (32 mg scale). The combi... The reactants are NC1=NC=CC(=C1C#CC1=CC=C(C=N1)NC(OC(C)(C)C)=O)OC1=C(C=C(C=C1)NC(=O)NC(CC1=CC=C(C=C1)F)=O)F (tert-butyl 6-(2-(2-amino-4-(2-fluoro-4-(3-(2-(4-fluorophenyl)acetyl)ureido)phenoxy)pyridin-3-yl)ethynyl)pyridin-3-ylcarbamate), C(=O)(C(F)(F)F)O (TFA), C(Cl)Cl (CH2Cl2). Conditions: time 1 hour. Yields the product Cl.Cl.NC1=NC=CC(=C1C#CC1=NC=C(C=C1)N)OC1=C(C=C(C=C1)NC(=O)NC(CC1=CC=C(C=C1)F)=O)F (1-(4-(2-Amino-3-(2-(5-aminopyridin-2-yl)ethynyl)pyridin-4-yloxy)-3-fluorophenyl)-3-(2-(4-fluorophenyl)acetyl)urea, dihydrochloride salt). As a reaction SMILES: [NH2:1][C:2]1[C:7]([C:8]#[C:9][C:10]2[N:15]=[CH:14][C:13]([NH:16]C(=O)OC(C)(C)C)=[CH:12][CH:11]=2)=[C:6]([O:24][C:25]2[CH:30]=[CH:29][C:28]([NH:31][C:32]([NH:34][C:35](=[O:44])[CH2:36][C:37]3[CH:42]=[CH:41][C:40]([F:43])=[CH:39][CH:38]=3)=[O:33])=[CH:27][C:26]=2[F:45])[CH:5]=[CH:4][N:3]=1.C(O)(C(F)(F)F)=O.C(Cl)[Cl:54]>>[ClH:54].[ClH:54].[NH2:1][C:2]1[C:7]([C:8]#[C:9][C:10]2[CH:11]=[CH:12][C:13]([NH2:16])=[CH:14][N:15]=2)=[C:6]([O:24][C:25]2[CH:30]=[CH:29][C:28]([NH:31][C:32]([NH:34][C:35](=[O:44])[CH2:36][C:37]3[CH:38]=[CH:39][C:40]([F:43])=[CH:41][CH:42]=3)=[O:33])=[CH:27][C:26]=2[F:45])[CH:5]=[CH:4][N:3]=1 |f:3.4.5|. Procedure details: A solution of tert-butyl 6-(2-(2-amino-4-(2-fluoro-4-(3-(2-(4-fluorophenyl)acetyl)ureido)phenoxy)pyridin-3-yl)ethynyl)pyridin-3-ylcarbamate (23 mg, 0.037 mmol) in CH2Cl2 (2 mL) and treated with TFA (0.5 mL) and stirred at RT for 1 h. The mixture was concentrated in vacuo and the crude product purified by preparative HPLC (Column B) and converted to its hydrochloride salt (11 mg, 52%) in the same manner as Step E of Example 36. 1H NMR (DMSO-d6) δ 11.05 (s, 1H), 10.62 (s, 1H), 8.05 (s, 1H), 7.97 (... The reactants are O=C([O-])[O-], CN(C)S(=O)(=O)Cl, CC(Nc1ccc(Cl)cc1)c1cccnc1, ClCCl, [K+], [K+]. The product is CC(c1cccnc1)N(c1ccc(Cl)cc1)S(=O)(=O)N(C)C. RXN SMILES: [C:17](=[O:18])([O-:19])[O-:20].[CH3:23][N:24]([S:25](=[O:26])(=[O:27])[Cl:28])[CH3:29].[Cl:1][c:2]1[cH:3][cH:4][c:5]([NH:8][CH:9]([CH3:10])[c:11]2[cH:12][n:13][cH:14][cH:15][cH:16]2)[cH:6][cH:7]1.[Cl:30][CH2:31][Cl:32].[K+:21].[K+:22]>>[Cl:1][c:2]1[cH:3][cH:4][c:5]([N:8]([CH:9]([CH3:10])[c:11]2[cH:12][n:13][cH:14][cH:15][cH:16]2)[S:25]([N:24]([CH3:23])[CH3:29])(=[O:26])=[O:27])[cH:6][cH:7]1.